Dataset: the Open Reaction Database (ORD), a public repository of structured organic reaction records. Task: describe an organic reaction: reactants, conditions, products, and yield The reactants are CC(=O)OCC(=O)N1CCC(c2c(C#N)c(N)nc(S)c2C#N)CC1, O=C([O-])O, ClCc1csc(-c2ccc(Cl)cc2)n1, [Na+], CN(C)C=O. Product: CC(=O)OCC(=O)N1CCC(c2c(C#N)c(N)nc(SCc3csc(-c4ccc(Cl)cc4)n3)c2C#N)CC1. As a reaction SMILES: [C:1]([CH3:2])(=[O:3])[O:4][CH2:5][C:6](=[O:7])[N:8]1[CH2:9][CH2:10][CH:11]([c:14]2[c:15]([C:24]#[N:25])[c:16]([NH2:23])[n:17][c:18]([SH:22])[c:19]2[C:20]#[N:21])[CH2:12][CH2:13]1.[C:40](=[O:41])([OH:42])[O-:43].[Cl:26][CH2:27][c:28]1[n:29][c:30](-[c:33]2[cH:34][cH:35][c:36]([Cl:39])[cH:37][cH:38]2)[s:31][cH:32]1.[Na+:44].[O:45]=[CH:46][N:47]([CH3:48])[CH3:49]>>[C:1]([CH3:2])(=[O:3])[O:4][CH2:5][C:6](=[O:7])[N:8]1[CH2:9][CH2:10][CH:11]([c:14]2[c:15]([C:24]#[N:25])[c:16]([NH2:23])[n:17][c:18]([S:22][CH2:27][c:28]3[n:29][c:30](-[c:33]4[cH:34][cH:35][c:36]([Cl:39])[cH:37][cH:38]4)[s:31][cH:32]3)[c:19]2[C:20]#[N:21])[CH2:12][CH2:13]1.